Task: describe an organic reaction: reactants, conditions, products, and yield. Dataset: the Open Reaction Database (ORD), a public repository of structured organic reaction records The reactants are CSc1nc(N)nc(N)c1N=O, NN, CN(C)C=O, O. Reaction SMILES: [CH3:4][S:5][c:6]1[c:7]([N:14]=[O:15])[c:8]([NH2:13])[n:9][c:10]([NH2:12])[n:11]1.[NH2:2][NH2:3].[O:16]=[CH:17][N:18]([CH3:19])[CH3:20].[OH2:1]>>[NH:2]([NH2:3])[c:6]1[c:7]([N:14]=[O:15])[c:8]([NH2:13])[n:9][c:10]([NH2:12])[n:11]1. Product: NNc1nc(N)nc(N)c1N=O. The reactants are C(C1=CC=CC=C1)OC1=CC=C(C=C1)C1=CC=C(C=C1)C(=O)OC[C@H](CC)C ((S)-2-methyl-1-butyl 4-benzyloxy-4'-biphenylcarboxylate). The reagents and catalysts are [Pd] (palladium on carbon). The solvent is C(C)(=O)OCC (ethyl acetate). Conditions: time 1 day. Yields the product OC1=CC=C(C=C1)C1=CC=C(C=C1)C(=O)OC[C@H](CC)C ((S)-2-methyl-1-butyl 4-hydroxy-4'-biphenylcarboxylate). The yield is 85.1%. As a reaction SMILES: C([O:8][C:9]1[CH:14]=[CH:13][C:12]([C:15]2[CH:20]=[CH:19][C:18]([C:21]([O:23][CH2:24][C@@H:25]([CH3:28])[CH2:26][CH3:27])=[O:22])=[CH:17][CH:16]=2)=[CH:11][CH:10]=1)C1C=CC=CC=1>[Pd].C(OCC)(=O)C>[OH:8][C:9]1[CH:10]=[CH:11][C:12]([C:15]2[CH:20]=[CH:19][C:18]([C:21]([O:23][CH2:24][C@@H:25]([CH3:28])[CH2:26][CH3:27])=[O:22])=[CH:17][CH:16]=2)=[CH:13][CH:14]=1. Reported procedure: In a 125 ml Parr bomb equipped with a magnetic stirrer were placed 960 mg (S)-2-methyl-1-butyl 4-benzyloxy-4'-biphenylcarboxylate, 200 mg 5% palladium on carbon, and 50 ml ethyl acetate. The bomb was purged with argon and pressurized with 500 psi hydrogen. After stirring at room temperature for one day, thin-layer-chromatographic analysis showed that considerable starting material remained. An additional 200 mg 5% palladium on carbon was carefully added, and the bomb was re-pressurized with 500 ...